From a dataset of the Open Reaction Database (ORD), a public repository of structured organic reaction records. describe an organic reaction: reactants, conditions, products, and yield Reactants: ClCCOC=1C=C(C=CC1)CC(CC#N)=O (4-[3-(2-chloroethoxy)phenyl]-3-oxo-butyronitrile), CN(C)C(OC)OC (DMF-DMA), TEA, crude material, COC=1C=C(CN)C=CC1OC (3,4-dimethoxybenzylamine). Solvent: CN(C)C=O (DMF), C1(=CC=CC=C1)C (toluene). Run at temperature 100 celsius. The product is ClCCOC=1C=C(C=CC1)C=1C(C(=CN(C1)CC1=CC(=C(C=C1)OC)OC)C#N)=O (5-[3-(2-chloroethoxy)phenyl]-1-(3,4-dimethoxybenzyl)-4-oxo-1,4-dihydro-pyridine-3-carbonitrile). Isolated yield 41.5%. RXN SMILES: [Cl:1][CH2:2][CH2:3][O:4][C:5]1[CH:6]=[C:7]([CH2:11][C:12](=[O:16])[CH2:13][C:14]#[N:15])[CH:8]=[CH:9][CH:10]=1.[CH3:17][N:18]([CH:20](OC)OC)[CH3:19].[CH3:25][O:26][C:27]1[CH:28]=[C:29]([CH:32]=[CH:33][C:34]=1[O:35][CH3:36])CN>CN(C=O)C.C1(C)C=CC=CC=1>[Cl:1][CH2:2][CH2:3][O:4][C:5]1[CH:6]=[C:7]([C:11]2[C:12](=[O:16])[C:13]([C:14]#[N:15])=[CH:20][N:18]([CH2:17][C:32]3[CH:29]=[CH:28][C:27]([O:26][CH3:25])=[C:34]([O:35][CH3:36])[CH:33]=3)[CH:19]=2)[CH:8]=[CH:9][CH:10]=1. Reported procedure: To a stirred solution of 4-[3-(2-chloroethoxy)phenyl]-3-oxo-butyronitrile (16.0 g, 67.0 mmol) in 100 mL anhydrous DMF was added DMF-DMA (19.7 mL, 148 mmol) and TEA (9.4 mL, 67.0 mmol), and the solution was heated at 100° C. for 2.5 h. The reaction mixture was concentrated in vacuo and the residue was dissolved in CH2Cl2, passed through Magnesol® and concentrated. The crude material was then stirred with 3,4-dimethoxybenzylamine (11 mL, 74 mmol) in 100 mL of anhydrous toluene at reflux for 2 h. T... Starting materials: CCCCCC (Hexane), BrCC=1C(=NC(=CC1OC)C1=C(C=CC=C1CC)CC)C#N (3-bromomethyl-6-(2,6-diethyl-phenyl)-4-methoxy-pyridine-2-carbonitrile), C(=O)([O-])[O-].[K+].[K+] (K2CO3), CN[C@H]1CCCC2=CC=CC=C12 ((S)-methyl(1,2,3,4-tetrahydro-naphthalen-1-yl)-amine). Solvent: O (water), CC#N (CH3CN). Conditions: time 8 hour. Product: C(C)C1=C(C(=CC=C1)CC)C1=CC(=C(C(=N1)C#N)CN([C@H]1CCCC2=CC=CC=C12)C)OC ((S)-6-(2,6-diethyl-phenyl)-4-methoxy-3-{[methyl-(1,2,3,4-tetrahydro-naphthalen-1-yl)-amino]-methyl}-pyridine-2-carbonitrile). Reaction SMILES: Br[CH2:2][C:3]1[C:4]([C:21]#[N:22])=[N:5][C:6]([C:11]2[C:16]([CH2:17][CH3:18])=[CH:15][CH:14]=[CH:13][C:12]=2[CH2:19][CH3:20])=[CH:7][C:8]=1[O:9][CH3:10].C([O-])([O-])=O.[K+].[K+].[CH3:29][NH:30][C@@H:31]1[C:40]2[C:35](=[CH:36][CH:37]=[CH:38][CH:39]=2)[CH2:34][CH2:33][CH2:32]1.CCCCCC>CC#N.O>[CH2:19]([C:12]1[CH:13]=[CH:14][CH:15]=[C:16]([CH2:17][CH3:18])[C:11]=1[C:6]1[N:5]=[C:4]([C:21]#[N:22])[C:3]([CH2:2][N:30]([CH3:29])[C@@H:31]2[C:40]3[C:35](=[CH:36][CH:37]=[CH:38][CH:39]=3)[CH2:34][CH2:33][CH2:32]2)=[C:8]([O:9][CH3:10])[CH:7]=1)[CH3:20] |f:1.2.3|. Reported procedure: A mixture of 3-bromomethyl-6-(2,6-diethyl-phenyl)-4-methoxy-pyridine-2-carbonitrile (40 mg), K2CO3 (50 mg) and (S)-methyl(1,2,3,4-tetrahydro-naphthalen-1-yl)-amine (40 mg) in CH3CN (2 mL) is stirred at room temperature overnight. Hexane (5 mL) and water (5 mL) are added to the mixture. The organic layer is separated, washed, once with brine, dried (Na2SO4), and concentrated. The crude is purified by PTLC (4.1 hexane/EtOAc) to give (S)-6-(2,6-diethyl-phenyl)-4-methoxy-3-{[methyl-(1,2,3,4-tetrahyd... The product is Cc1cc2cccc(CO)c2s1. Reaction SMILES: [CH3:1][c:2]1[cH:3][c:4]2[c:5]([s:6]1)[c:7]([C:11](=[O:12])[OH:13])[cH:8][cH:9][cH:10]2.[O:14]1[CH2:15][CH2:16][CH2:17][CH2:18]1>>[CH3:1][c:2]1[cH:3][c:4]2[c:5]([s:6]1)[c:7]([CH2:11][OH:12])[cH:8][cH:9][cH:10]2. Reactants: Cc1cc2cccc(C(=O)O)c2s1, C1CCOC1.